Dataset: the Open Reaction Database (ORD), a public repository of structured organic reaction records. Task: describe an organic reaction: reactants, conditions, products, and yield The reactants are COC1=CC2=C(C(C2)C#N)C=C1OC (4,5-dimethoxy-1-cyano-benzocyclobutane), N (ammonia). Reagents/catalysts: [Ni] (Raney nickel). The solvent is CO (methanol). Product: COC1=CC2=C(C(C2)CN)C=C1OC (4,5-Dimethoxy-1-(aminomethyl)-benzocyclobutane). Reaction SMILES: [CH3:1][O:2][C:3]1[C:12]([O:13][CH3:14])=[CH:11][C:6]2[CH:7]([C:9]#[N:10])[CH2:8][C:5]=2[CH:4]=1.N>[Ni].CO>[CH3:1][O:2][C:3]1[C:12]([O:13][CH3:14])=[CH:11][C:6]2[CH:7]([CH2:9][NH2:10])[CH2:8][C:5]=2[CH:4]=1. Procedure: Introduce 4,5-dimethoxy-1-cyano-benzocyclobutane (6 kg), methanol (30 liters), Raney nickel (0.6 liters) and ammonia (7.32 kg) into a hydrogenator. After having purged with nitrogen and then with hydrogen, hydrogenate at 60° C. and at 30 bar until the theoretical amount of hydrogen has been absorbed. After returning to 20° C., filter off the catalyst, rinsing it with methanol, and then evaporate off the solvent. The title compound is obtained in the form of an oil, in a quantitative yield. Reactants: O=C([O-])[O-], C=CCc1c(O)ccc2c1CCCC2=O, CI, CN(C)C=O, CCOC(C)=O, [K+], [K+], O. Yields the product C=CCc1c(OC)ccc2c1CCCC2=O. Reaction SMILES: [C:18](=[O:19])([O-:20])[O-:21].[CH2:3]([CH:4]=[CH2:5])[c:6]1[c:7]2[c:12]([cH:13][cH:14][c:15]1[OH:16])[C:11](=[O:17])[CH2:10][CH2:9][CH2:8]2.[CH3:1][I:2].[CH3:24][N:25]([CH3:26])[CH:27]=[O:28].[CH3:29][CH2:30][O:31][C:32](=[O:33])[CH3:34].[K+:22].[K+:23].[OH2:35]>>[CH2:3]([CH:4]=[CH2:5])[c:6]1[c:7]2[c:12]([cH:13][cH:14][c:15]1[O:16][CH3:18])[C:11](=[O:17])[CH2:10][CH2:9][CH2:8]2. RXN SMILES: [BH4-:1].[CH3:27][O:28][CH2:29][CH2:30][O:31][CH3:32].[ClH:25].[N+:3](=[O:4])([O-:5])[c:6]1[o:7][c:8]2[c:9]([c:10]1-[c:11]1[cH:12][cH:13][cH:14][cH:15][cH:16]1)[cH:17][cH:18][cH:19][c:20]2[CH:21]=[O:22].[Na+:24].[Na+:2].[OH-:23].[OH2:26]>>[N+:3](=[O:4])([O-:5])[c:6]1[o:7][c:8]2[c:9]([c:10]1-[c:11]1[cH:12][cH:13][cH:14][cH:15][cH:16]1)[cH:17][cH:18][cH:19][c:20]2[CH2:21][OH:22]. Reactants: [BH4-], COCCOC, Cl, O=Cc1cccc2c(-c3ccccc3)c([N+](=O)[O-])oc12, [Na+], [Na+], [OH-], O. The product is O=[N+]([O-])c1oc2c(CO)cccc2c1-c1ccccc1. The reactants are FC(C(=O)O)(F)F (Trifluoroacetic acid), NC=1SC=C(N1)/C(/C(=O)N[C@H]1[C@H]2SCC(=C(N2C1=O)C(=O)O)/C=C\1/C(N(CC1)CC(C)C)=O)=N/OC(C1=CC=CC=C1)(C1=CC=CC=C1)C1=CC=CC=C1 ((6R,7R)-7-[(Z)-2-(2-amino-thiazol-4-yl)-2-trityloxyimino-acetylamino]-3-[(E)-1-isobutyl-2-oxo-pyrrolidin-3-ylidenemethyl]-8-oxo-5-thia-1-aza-bicyclo[4.2.0]oct-2-ene-2-carboxylic acid), C(C)[SiH](CC)CC (triethylsilane). Solvent: C(C)OCC (diethyl ether). Conditions: temperature 0 celsius, time 1 hour. Product: FC(C(=O)O)(F)F.NC=1SC=C(N1)/C(/C(=O)N[C@H]1[C@H]2SCC(=C(N2C1=O)C(=O)O)/C=C\1/C(N(CC1)CC(C)C)=O)=N/O ((6R,7R)-7-[(Z)-2-(2-Amino-thiazol-4-yl)-2-hydroxyimino-acetylamino]-3-[(E)-1-isobutyl-2-oxo-pyrrolidin-3-ylidenemethyl]-8-oxo-5-thia-1-aza-bicyclo[4.2.0]oct-2-ene-2-carboxylic acid trifluoroacetate). RXN SMILES: [F:1][C:2]([F:7])([F:6])[C:3]([OH:5])=[O:4].[NH2:8][C:9]1[S:10][CH:11]=[C:12](/[C:14](=[N:41]/[O:42]C(C2C=CC=CC=2)(C2C=CC=CC=2)C2C=CC=CC=2)/[C:15]([NH:17][C@@H:18]2[C:25](=[O:26])[N:24]3[C@@H:19]2[S:20][CH2:21][C:22](/[CH:30]=[C:31]2/[C:32](=[O:40])[N:33]([CH2:36][CH:37]([CH3:39])[CH3:38])[CH2:34][CH2:35]/2)=[C:23]3[C:27]([OH:29])=[O:28])=[O:16])[N:13]=1.C([SiH](CC)CC)C>C(OCC)C>[F:1][C:2]([F:7])([F:6])[C:3]([OH:5])=[O:4].[NH2:8][C:9]1[S:10][CH:11]=[C:12](/[C:14](=[N:41]/[OH:42])/[C:15]([NH:17][C@@H:18]2[C:25](=[O:26])[N:24]3[C@@H:19]2[S:20][CH2:21][C:22](/[CH:30]=[C:31]2/[C:32](=[O:40])[N:33]([CH2:36][CH:37]([CH3:39])[CH3:38])[CH2:34][CH2:35]/2)=[C:23]3[C:27]([OH:29])=[O:28])=[O:16])[N:13]=1 |f:4.5|. Reported procedure: 16.8 ml (219.4 mmol) Trifluoroacetic acid was cooled to 0° C., and 2.0 g (2.62 mmol) (6R,7R)-7-[(Z)-2-(2-amino-thiazol-4-yl)-2-trityloxyimino-acetylamino]-3-[(E)-1-isobutyl-2-oxo-pyrrolidin-3-ylidenemethyl]-8-oxo-5-thia-1-aza-bicyclo[4.2.0]oct-2-ene-2-carboxylic acid were added portionwise, keeping the temperature below 5° C. After 5 min. at that temperature, 0.96 ml (6.06 mmol) of triethylsilane were added dropwise and the reaction mixture was stirred for 1 h at 0° C. During this time a beige s...